describe an organic reaction: reactants, conditions, products, and yield From a dataset of the Open Reaction Database (ORD), a public repository of structured organic reaction records. Reactants: C=CC(CCCCC)O (1-octen-3-ol), C(C1=CC=CC=C1)(C1=CC=CC=C1)O (benzhydrol), ON1C(C=2C(C1=O)=CC=CC2)=O (N-hydroxyphthalimide), O.O.O.FC(C(=O)C(F)(F)F)(F)F (hexafluoroacetone trihydrate), FC(F)(F)C1=CC=CC=C1 (trifluoromethylbenzene), C=CC(CCCCC)O (1-octen-3-ol). Reagents/catalysts: C(C)(=O)[O-].[Co+2].C(C)(=O)[O-] (cobalt (II) acetate). Reaction conditions: temperature 60 celsius, time 24 hour. Yields the product O1CC1C(CCCCC)O (1,2-epoxy-3-octanol). The yield is 40.0%. Reaction SMILES: [CH2:1]=[CH:2][CH:3]([OH:9])[CH2:4][CH2:5][CH2:6][CH2:7][CH3:8].C([OH:23])(C1C=CC=CC=1)C1C=CC=CC=1.ON1C(=O)C2=CC=CC=C2C1=O.O.O.O.FC(F)(F)C(C(F)(F)F)=O.FC(C1C=CC=CC=1)(F)F>C([O-])(=O)C.[Co+2].C([O-])(=O)C>[O:23]1[CH:2]([CH:3]([OH:9])[CH2:4][CH2:5][CH2:6][CH2:7][CH3:8])[CH2:1]1 |f:3.4.5.6,8.9.10|. Reported procedure: A mixture of 3mmol of 1-octen-3-ol, 15mmol of benzhydrol, 0.3 mmol of N-hydroxyphthalimide, 0.0015 mmol of cobalt (II) acetate, 0.6 mmol of hexafluoroacetone trihydrate, and 3 ml of trifluoromethylbenzene was stirred at 60° C. under an oxygen atmosphere (1 atm) for 24 hours. Gas chromatographic analysis of products in a reaction mixture revealed that 1-octen-3-ol was converted, at a rate of 43%, into 1,2-epoxy-3-octanol (yield: 40%). The reactants are C1CCOC1, COC(=O)c1ccc(OC2CCC(C(=O)N3CCN(C(C)C)CC3)CC2)cc1, CO, [Li+], [OH-], O. Product: CC(C)N1CCN(C(=O)C2CCC(Oc3ccc(C(=O)O)cc3)CC2)CC1. RXN SMILES: [CH2:31]1[O:32][CH2:33][CH2:34][CH2:35]1.[CH3:1][O:2][C:3]([c:4]1[cH:5][cH:6][c:7]([O:10][CH:11]2[CH2:12][CH2:13][CH:14]([C:17](=[O:18])[N:19]3[CH2:20][CH2:21][N:22]([CH:25]([CH3:26])[CH3:27])[CH2:23][CH2:24]3)[CH2:15][CH2:16]2)[cH:8][cH:9]1)=[O:28].[CH3:37][OH:38].[Li+:29].[OH-:30].[OH2:36]>>[O:2]=[C:3]([c:4]1[cH:5][cH:6][c:7]([O:10][CH:11]2[CH2:12][CH2:13][CH:14]([C:17](=[O:18])[N:19]3[CH2:20][CH2:21][N:22]([CH:25]([CH3:26])[CH3:27])[CH2:23][CH2:24]3)[CH2:15][CH2:16]2)[cH:8][cH:9]1)[OH:28]. Starting materials: [N+](=O)([O-])C=1C=C(C(=O)CCCCC(=O)O)C=CC1CCCCCCC (5-(3-nitro-4-n-heptylbenzoyl)pentanoic acid), Cl (hydrochloric acid), [OH-].[Na+] (sodium hydroxide). The solvent is stannous chloride. Yields the product NC=1C=C(C(=O)CCCCC(=O)O)C=CC1CCCCCCC (5-(3-amino-4-n-heptylbenzoyl)pentanoic acid). Isolated yield 0.1%. Reaction SMILES: [N+:1]([C:4]1[CH:5]=[C:6]([CH:16]=[CH:17][C:18]=1[CH2:19][CH2:20][CH2:21][CH2:22][CH2:23][CH2:24][CH3:25])[C:7]([CH2:9][CH2:10][CH2:11][CH2:12][C:13]([OH:15])=[O:14])=[O:8])([O-])=O.Cl.[OH-].[Na+]>>[NH2:1][C:4]1[CH:5]=[C:6]([CH:16]=[CH:17][C:18]=1[CH2:19][CH2:20][CH2:21][CH2:22][CH2:23][CH2:24][CH3:25])[C:7]([CH2:9][CH2:10][CH2:11][CH2:12][C:13]([OH:15])=[O:14])=[O:8] |f:2.3|. Procedure details: 5-(3-nitro-4-n-heptylbenzoyl)pentanoic acid (0.7 g; 2.1 mole) is stirred overnight at room temperature in a mixture of stannous chloride (1.35 g) and concentrated hydrochloric acid (1.8 ml). The reaction product is mixed with excess 1M sodium hydroxide and washed with ether. The aqueous phase is acidified to pH 5 with dilute hydrochloric acid. The precipitate is collected and recrystallized from aqueous ethanol to give 5-(3-amino-4-n-heptylbenzoyl)pentanoic acid (0.46 g) as a cream colored cryst...